From a dataset of the Open Reaction Database (ORD), a public repository of structured organic reaction records. describe an organic reaction: reactants, conditions, products, and yield The reactants are N(=C=S)C=1C=CC=C2CCC(CC12)NS(=O)(=O)C (N-(8-Isothiocyanato-1,2,3,4-tetrahydronaphthalen-2-yl)methanesulfonamide), N(=[N+]=[N-])CC(=O)C1=CC=C(C=C1)C(F)(F)F (2-azido-1-[4-(trifluoromethyl)phenyl]ethanone), C(C)OC=1CC2=C(C=CC=C2CC1)N=C=S (2-ethoxy-8-isothiocyanato-1,4-dihydronaphthalene), N(=[N+]=[N-])CC(=O)C1=CC=C(C=C1)C (2-azido-1-(4-methylphenyl)ethanone). Product: CC1=CC=C(C=C1)C1=CN=C(O1)NC=1C=CC=C2CCC(CC12)NS(=O)(=O)C (N-[8-(5-p-methylphenyloxazol-2-ylamino)-1,2,3,4-tetrahydronaphthalen-2-yl]methanesulfonamide). Yield: 64.4%. As a reaction SMILES: [N:1]([C:4]1[CH:5]=[CH:6][CH:7]=[C:8]2[C:13]=1[CH2:12][CH:11]([NH:14][S:15]([CH3:18])(=[O:17])=[O:16])[CH2:10][CH2:9]2)=[C:2]=S.C(OC1CC2C(CC=1)=CC=CC=2N=C=S)C.[N:35]([CH2:38][C:39]([C:41]1[CH:46]=[CH:45][C:44]([CH3:47])=[CH:43][CH:42]=1)=[O:40])=[N+]=[N-].N(CC(C1C=CC(C(F)(F)F)=CC=1)=O)=[N+]=[N-]>>[CH3:47][C:44]1[CH:43]=[CH:42][C:41]([C:39]2[O:40][C:2]([NH:1][C:4]3[CH:5]=[CH:6][CH:7]=[C:8]4[C:13]=3[CH2:12][CH:11]([NH:14][S:15]([CH3:18])(=[O:17])=[O:16])[CH2:10][CH2:9]4)=[N:35][CH:38]=2)=[CH:46][CH:45]=1. Procedure details: The title compound was prepared using the procedure as described in Example 1H, substituting the product of Example 23C (128 mg, 0.453 mmol) for the product of Example 1F and the product of Example 9A (95 mg, 0.544 mmol) for the product of Example 1G. The crude product was purified by flash chromatography eluting with 2% to 5% CH3OH/CH2Cl2 followed by 100% EtOAc which gave 116 mg (64%) of the title compound as a tan solid. 1H NMR (DMSO-d6) δ 9.13 (s, 1H), 7.61 (d, J=7.5 Hz, 1H), 7.46 (d, J=8.1 H... The product is NNC(=O)c1ccc(C(=O)O)cc1. Reaction SMILES: [CH3:17][OH:18].[CH3:4][O:5][C:6]([c:7]1[cH:8][cH:9][c:10]([C:11](=[O:12])[OH:13])[cH:14][cH:15]1)=[O:16].[NH2:2][NH2:3].[OH2:1]>>[NH:2]([NH2:3])[C:6](=[O:5])[c:7]1[cH:8][cH:9][c:10]([C:11](=[O:12])[OH:13])[cH:14][cH:15]1. Reactants: CO, COC(=O)c1ccc(C(=O)O)cc1, NN, O. The product is BrC1=CN=[N+](C(=C1)C)[O-] (4-Bromo-6-methyl-pyridazine-1-oxide), solid. Run in C(C)(=O)O (acetic acid). Isolated yield 45.0%. Procedure details: 6-Methyl-4-nitro-pyridazine-1-oxide (270 mg, 1.74 mmol) was dissolved in 2 mL acetic acid, acetyl bromide (650 mL, 8.7 mmol) was added and the reaction mixture was heated at reflux for 1 h. The reaction mixture was poured into crushed ice, the mixture was neutralized by addition of sodium hydroxide and extracted three times with dichloromethane (50 mL each). The combined organic extracts were dried with magnesium sulfate, filtered and evaporated. The crude product was purified by flash-chromatog... As a reaction SMILES: [CH3:1][C:2]1[N+:7]([O-:8])=[N:6][CH:5]=[C:4]([N+]([O-])=O)[CH:3]=1.C([Br:15])(=O)C.[OH-].[Na+]>C(O)(=O)C>[Br:15][C:4]1[CH:3]=[C:2]([CH3:1])[N+:7]([O-:8])=[N:6][CH:5]=1 |f:2.3|. The reactants are CC1=CC(=CN=[N+]1[O-])[N+](=O)[O-] (6-Methyl-4-nitro-pyridazine-1-oxide), [OH-].[Na+] (sodium hydroxide), C(C)(=O)Br (acetyl bromide). The reactants are C1CCOC1, CC(C)(C)N, O=C(Cl)C(=O)Cl, ClCCl, CN(C)C=O, O=C(O)c1ccco1. The product is CC(C)(C)NC(=O)c1ccco1. Reaction SMILES: [CH2:28]1[O:29][CH2:30][CH2:31][CH2:32]1.[CH3:20][C:21]([CH3:22])([CH3:23])[NH2:24].[Cl:14][C:15]([C:16]([Cl:17])=[O:18])=[O:19].[Cl:25][CH2:26][Cl:27].[O:9]=[CH:10][N:11]([CH3:12])[CH3:13].[OH:1][C:2](=[O:3])[c:4]1[cH:5][cH:6][cH:7][o:8]1>>[C:2](=[O:3])([c:4]1[cH:5][cH:6][cH:7][o:8]1)[NH:24][C:21]([CH3:20])([CH3:22])[CH3:23]. The reactants are [I-].[K+] (potassium iodide), C(C1=CC=CC=C1)(=O)C=1C=CC=C2C(=CNC12)CCC(=O)O (7-benzoyl-1H-indole-3-propanoic acid), C(C)O (ethanol), O=[O+][O-] (ozone). The solvent is C(C)(=O)O (acetic acid), O (water), C(C)(=O)OCC (ethyl acetate). Run at time 1 hour. Yields the product NC1=C(C=CC=C1C(C1=CC=CC=C1)=O)C(CCC(=O)O)=O (2-Amino-3-benzoyl-γ-oxobenzenebutanoic acid). Isolated yield 67.0%. Reaction SMILES: [C:1]([C:9]1[CH:10]=[CH:11][CH:12]=[C:13]2[C:17]=1[NH:16]C=[C:14]2[CH2:18][CH2:19][C:20]([OH:22])=[O:21])(=[O:8])[C:2]1[CH:7]=[CH:6][CH:5]=[CH:4][CH:3]=1.C([OH:25])C.O=[O+][O-].[I-].[K+]>C(OCC)(=O)C.C(O)(=O)C.O>[NH2:16][C:17]1[C:9]([C:1](=[O:8])[C:2]2[CH:7]=[CH:6][CH:5]=[CH:4][CH:3]=2)=[CH:10][CH:11]=[CH:12][C:13]=1[C:14](=[O:25])[CH2:18][CH2:19][C:20]([OH:22])=[O:21] |f:3.4|. Procedure: A solution of 8.7 g (0.03 mole) of 7-benzoyl-1H-indole-3-propanoic acid in 300 ml of ethyl acetate and 100 ml of abs. ethanol was ozonized until ozone was present above the solution. The yellow solution was then treated with 16.6 g (0.1 mole) of potassium iodide in 30 ml of acetic acid and 30 ml of water. After stirring 1 hr, the liberated iodine was removed by washing with a 15% sodium thiosulfate solution and the yellow organic layer was concentrated. The residue was dissolved in 100 ml of eth... Starting materials: C(C=C)Br (allylbromide), C(=O)([O-])[O-].[K+].[K+] (K2CO3), CC(=O)C (acetone), OC1=CC=C2C=C(NC2=C1)C(=O)OCC (Ethyl 6-hydroxy-1H-indole-2-carboxylate). Solvent: [Cl-].[Na+].O (brine). Product: C(C=C)OC1=CC=C2C=C(NC2=C1)C(=O)OCC (Ethyl 6-(2-propenyloxy)-1H-indole-2-carboxylate). As a reaction SMILES: [OH:1][C:2]1[CH:10]=[C:9]2[C:5]([CH:6]=[C:7]([C:11]([O:13][CH2:14][CH3:15])=[O:12])[NH:8]2)=[CH:4][CH:3]=1.[CH2:16](Br)[CH:17]=[CH2:18].C([O-])([O-])=O.[K+].[K+].CC(C)=O>[Cl-].[Na+].O>[CH2:18]([O:1][C:2]1[CH:10]=[C:9]2[C:5]([CH:6]=[C:7]([C:11]([O:13][CH2:14][CH3:15])=[O:12])[NH:8]2)=[CH:4][CH:3]=1)[CH:17]=[CH2:16] |f:2.3.4,6.7.8|. Procedure details: Ethyl 6-hydroxy-1H-indole-2-carboxylate (4.6 g, 0.02 M) was heated under reflux with allylbromide (3 g, 2.2 ml, 0.025 M), K2CO3 (4.14 g 0.03 M) and acetone (150 ml) for 20 hours. On cooling the mixture was poured into brine and extracted into ethyl acetate, washed with brine, dried over magnesium sulphate and evaporated to dryness. The resulting crude brown solid was purified by extraction into hot 60°-80° petroleum ether to yield a yellow solid which was dried in vacuo, 4 g, 72%, mp 89°-91°. The reactants are S(=O)(Cl)Cl (thionyl chloride), COC1=CC=C(C(=O)O)C=C1 (4-methoxybenzoic acid), CN(C=O)C (N,N-dimehtyl formamide). Solvent: C1=CC=CC=C1 (benzene). Conditions: time 15 minute. Yields the product COC1=CC=C(C(=O)Cl)C=C1 (4methoxybenzoyl chloride). Reaction SMILES: [CH3:1][O:2][C:3]1[CH:11]=[CH:10][C:6]([C:7](O)=[O:8])=[CH:5][CH:4]=1.S(Cl)([Cl:14])=O.CN(C)C=O>C1C=CC=CC=1>[CH3:1][O:2][C:3]1[CH:11]=[CH:10][C:6]([C:7]([Cl:14])=[O:8])=[CH:5][CH:4]=1. Reported procedure: A slurry of 22.5 g. (0.15 mole of 4-methoxybenzoic acid in benzene at reflux is treated with 12.5 ml. (0.15 mole) of thionyl chloride and 1 ml. of N,N-dimehtyl formamide. After stirring for 15 minutes the solution is evaporated and cooled to provide 4methoxybenzoyl chloride as a yellow solid. The solid is dissolved in carbon disulfide and added to 20 g. (0.15 mole) of aluminum chloride slurried in 200 ml. of carbon sulfide. To this mixture is added 30 g. (0.15 mole) of 2,6-di(t-butyl)phenol. Aft... As a reaction SMILES: C(OC([N:8]1[CH:13]2[CH2:14][CH2:15][CH:9]1[CH2:10][C:11]([OH:22])([C:16]1[CH:21]=[CH:20][CH:19]=[CH:18][N:17]=1)[CH2:12]2)=O)(C)(C)C>C(O)(C(F)(F)F)=O.C(Cl)Cl>[N:17]1[CH:18]=[CH:19][CH:20]=[CH:21][C:16]=1[C:11]1([OH:22])[CH2:12][CH:13]2[NH:8][CH:9]([CH2:15][CH2:14]2)[CH2:10]1. Run in C(=O)(C(F)(F)F)O (TFA), C(Cl)Cl (DCM). The reactants are C(C)(C)(C)OC(=O)N1C2CC(CC1CC2)(C2=NC=CC=C2)O (3-Hydroxy-3-pyridin-2-yl-8-aza-bicyclo[3.2.1]octane-8-carboxylic acid tert-butyl ester). Product: N1=C(C=CC=C1)C1(CC2CCC(C1)N2)O (3-Pyridin-2-yl-8-aza-bicyclo[3.2.1]octan-3-ol). Conditions: time 1 hour. Procedure details: 3-Hydroxy-3-pyridin-2-yl-8-aza-bicyclo[3.2.1]octane-8-carboxylic acid tert-butyl ester (0.8 g, 2.6 mmol) was dissolved in TFA (3 mL) and DCM (10 mL). The mixture was stirred for 1 hour and the solvent removed by evaporation under vacuum and the residues were passed through an SCX cartridge, eluting with 2 M ammonia in methanol to give the title compound. LCMS m/z 205.2 [M+H]+. R.T.=0.38 min (Analytical Method 3). Starting materials: C, CCO, Oc1cccc(C=Cc2nc3ccccc3s2)c1, [Pd]. Yields the product Oc1cccc(CCc2nc3ccccc3s2)c1. Reaction SMILES: [C:22].[CH3:19][CH2:20][OH:21].[OH:1][c:2]1[cH:3][c:4]([CH:5]=[CH:6][c:7]2[s:8][c:9]3[c:10]([n:11]2)[cH:12][cH:13][cH:14][cH:15]3)[cH:16][cH:17][cH:18]1.[Pd:23]>>[OH:1][c:2]1[cH:3][c:4]([CH2:5][CH2:6][c:7]2[s:8][c:9]3[c:10]([n:11]2)[cH:12][cH:13][cH:14][cH:15]3)[cH:16][cH:17][cH:18]1. Reactants: CC(C)([O-])C.[K+] (potassium tert-butoxide), C(CC(=O)OCC)(=O)OCC (Diethyl malonate), COC=1C=C(C=CC1OC)C=CC(C)=O (4-(3,4-dimethoxyphenyl)-3-buten-2-one). Run in C(C)O (ethanol), C(C)O (ethanol). Product: COC=1C=C(C=CC1OC)C1C(C(CC(C1)=O)=O)C(=O)OCC (ethyl 2-(3,4-dimethoxyphenyl)-4,6-dioxocyclohexane carboxylate). Isolated yield 871.4%. As a reaction SMILES: [C:1]([O:9][CH2:10][CH3:11])(=[O:8])[CH2:2][C:3]([O:5]CC)=O.CC(C)([O-])C.[K+].[CH3:18][O:19][C:20]1[CH:21]=[C:22]([CH:28]=[CH:29][C:30](=[O:32])[CH3:31])[CH:23]=[CH:24][C:25]=1[O:26][CH3:27]>C(O)C>[CH3:18][O:19][C:20]1[CH:21]=[C:22]([CH:28]2[CH2:29][C:30](=[O:32])[CH2:31][C:3](=[O:5])[CH:2]2[C:1]([O:9][CH2:10][CH3:11])=[O:8])[CH:23]=[CH:24][C:25]=1[O:26][CH3:27] |f:1.2|. Reported procedure: Diethyl malonate (73. 7 g) was dissolved in ethanol (700 ml), and then potassium tert-butoxide (51.6 g) was gradually added thereto. A solution of 4-(3,4-dimethoxyphenyl)-3-buten-2-one (79.1 g) in ethanol (500 ml) was added dropwise, and the mixture was refluxed for 1.5 hours. After distilling off the reaction solvent under reduced pressure, ice water was poured over it and it was adjusted to pH4 with concentrated hydrochloric acid. The deposited crystals were filtered by suction, washed with wa...